From a dataset of the Open Reaction Database (ORD), a public repository of structured organic reaction records. describe an organic reaction: reactants, conditions, products, and yield Reactants: [OH-].[Na+] (sodium hydroxide), C(C1=CC=CC=C1)(=O)OC1CC(NC(C1)(C)C)(C)C (4-benzoyloxy-2,2,6,6-tetramethyl piperidine), N#CCl (cyanogen chloride). Solvent: C(Cl)Cl (methylene chloride). Yields the product C(#N)N1C(CC(CC1(C)C)OC(C1=CC=CC=C1)=O)(C)C (1-cyano-4-benzoyloxy-2,2,6,6-tetramethyl piperidine). RXN SMILES: [C:1]([O:9][CH:10]1[CH2:15][C:14]([CH3:17])([CH3:16])[NH:13][C:12]([CH3:19])([CH3:18])[CH2:11]1)(=[O:8])[C:2]1[CH:7]=[CH:6][CH:5]=[CH:4][CH:3]=1.[OH-].[Na+].[N:22]#[C:23]Cl>C(Cl)Cl>[C:23]([N:13]1[C:14]([CH3:17])([CH3:16])[CH2:15][CH:10]([O:9][C:1](=[O:8])[C:2]2[CH:7]=[CH:6][CH:5]=[CH:4][CH:3]=2)[CH2:11][C:12]1([CH3:19])[CH3:18])#[N:22] |f:1.2|. Procedure: 104.5 g (0.4 mole) of 4-benzoyloxy-2,2,6,6-tetramethyl piperidine are dissolved in 400 ml of methylene chloride, 400 ml of 1N sodium hydroxide are introduced and 21 ml of cyanogen chloride are added dropwise over a period of 30 minutes with cooling at -5° to -5° C. The cooling is then removed and the mixture is stirred until it reaches room temperature. The organic phase is separated off, dried with sodium sulphate, filtered and the methylene chloride distilled off. Recrystallisation from aceton... Starting materials: CC#N, N#Cc1nc(Cl)ccc1[N+](=O)[O-], [F-], [K+], O. The product is N#Cc1nc(F)ccc1[N+](=O)[O-]. RXN SMILES: [CH3:16][C:17]#[N:18].[Cl:1][c:2]1[cH:3][cH:4][c:5]([N+:10](=[O:11])[O-:12])[c:6]([C:8]#[N:9])[n:7]1.[F-:13].[K+:14].[OH2:15]>>[c:2]1([F:13])[cH:3][cH:4][c:5]([N+:10](=[O:11])[O-:12])[c:6]([C:8]#[N:9])[n:7]1. Starting materials: CO (methanol), OCC(CCCC(CCCCC(CO)(C)C)=O)(C)C (1,12-Dihydroxy-2,2,11,11-tetramethyldodecan-6-one), [N+](#[C-])C(CCCCC(COC1OCCCC1)(C)C)S(=O)(=O)C1=CC=C(C=C1)C (2-[7-Isocyano-2,2-dimethyl-7-(toluene-4-sulfonyl)-heptyloxy]-tetrahydropyran), [H-].[Na+] (NaH), 207g. Reagents/catalysts: [I-].C(CCC)[N+](CCCC)(CCCC)CCCC (tetrabutylammonium iodide). Run in Cl (HCl), CS(=O)C (DMSO). The product is OCC(CCCCC(CCCCCC(CO)(C)C)=O)(C)C (1,14-Dihydroxy-2,2,13,13-tetramethyltetradecan-7-one). Isolated yield 48.0%. Reaction SMILES: OC[C:3]([CH3:19])(C)[CH2:4][CH2:5][CH2:6][C:7](=[O:17])[CH2:8][CH2:9][CH2:10][CH2:11][C:12]([CH3:16])([CH3:15])[CH2:13][OH:14].[N+](C(S(C1C=CC(C)=CC=1)(=O)=O)CCC[CH2:26][C:27](C)([CH3:36])[CH2:28][O:29]C1CCCCO1)#[C-].[H-].[Na+].CO>[I-].C([N+](CCCC)(CCCC)CCCC)CCC.CS(C)=O.Cl>[OH:14][CH2:13][C:12]([CH3:15])([CH3:16])[CH2:11][CH2:10][CH2:9][CH2:8][C:7](=[O:17])[CH2:6][CH2:5][CH2:4][CH2:3][CH2:19][C:27]([CH3:36])([CH3:26])[CH2:28][OH:29] |f:2.3,5.6|. Procedure details: According to the procedure described for the synthesis of 217, 215 (6.98 g, 17.1 mmol) was reacted with NaH (0.82 g, 20.5 mmol, 60% in mineral oil), 207g (5.8 g, 18.9 mmol), and tetrabutylammonium iodide (0.63 g, 1.7 mmol) in anhydrous DMSO (100 mL) for 24 h at room temperature. The crude intermediate (10.9 g) obtained after aqueous workup was heated to reflux in concentrated HCl (18 mL) and methanol (100 mL) overnight. After extraction and column chromatography (silica gel; hexanes/ethyl acetat...